From a dataset of the Open Reaction Database (ORD), a public repository of structured organic reaction records. describe an organic reaction: reactants, conditions, products, and yield Starting materials: S(=O)(=O)(C1=CC=C(C)C=C1)OCCC1(OC(OC1)(C)C)C (4-(2-tosyloxyethyl)-2,2,4-trimethyl-1,3-dioxolane), [I-].[Na+] (sodium iodide). Solvent: CC(=O)C (acetone). The product is ICCC1(OC(OC1)(C)C)C (4-(2-iodoethyl)-2,2,4-trimethyl-1,3-dioxolane). Isolated yield 107.4%. As a reaction SMILES: S(O[CH2:12][CH2:13][C:14]1([CH3:21])[CH2:18][O:17][C:16]([CH3:20])([CH3:19])[O:15]1)(C1C=CC(C)=CC=1)(=O)=O.[I-:22].[Na+]>CC(C)=O>[I:22][CH2:12][CH2:13][C:14]1([CH3:21])[CH2:18][O:17][C:16]([CH3:20])([CH3:19])[O:15]1 |f:1.2|. Procedure details: 6.5 g of 4-(2-tosyloxyethyl)-2,2,4-trimethyl-1,3-dioxolane were heated at reflux temperature for 1 hour with 50 g of sodium iodide and 500 ml of acetone, then concentrated, suspended in 100 ml of toluene and filtered. The toluene solution was washed with sodium thiosulphate solution, dried and concentrated. There were obtained 6.0 g (97%) of 4-(2-iodoethyl)-2,2,4-trimethyl-1,3-dioxolane. Reactants: OC=1C=CC(N1)=O (5-hydroxy-2H-pyrrol-2-one), C(C(C)C)O (isobutanol). Conditions: temperature 50 celsius. Product: C(C(C)C)OC1C=CC(N1)=O (1,5-dihydro-5-isobutyloxy-2H-pyrrol-2-one). RXN SMILES: [OH:1][C:2]1[CH:3]=[CH:4][C:5](=[O:7])[N:6]=1.[CH2:8](O)[CH:9]([CH3:11])[CH3:10]>>[CH2:8]([O:1][CH:2]1[NH:6][C:5](=[O:7])[CH:4]=[CH:3]1)[CH:9]([CH3:11])[CH3:10]. Reported procedure: A mixture of 3 g of 5-hydroxy-2H-pyrrol-2-one and 1.5 g of Amberlite IR 120 H in 60 cm3 of isobutanol, is heated to 50° C. for 3 hours, then cooled and filtered, and the solvent is evaporated. After chromatographing the residue on silica (eluent: ethyl acetate), 4 g of the expected product is obtained. The reactants are N1=CC=CC=2C(CCCC12)=O (5,6,7,8-Tetrahydroquinolin-5-one), BrC1=CC=C(C(CBr)=O)C=C1 (4-bromophenacyl bromide). Solvent: C1(=CC=CC=C1)C (toluene). The product is BrC1=CC=C(C=C1)C1=CN2C=CC=C3C(CCC1=C23)=O (1-(4-bromophenyl)-8,9-dihydro-7H-pyrrolo[3,2,1-ij]quinolin-7-one), crystals. As a reaction SMILES: [N:1]1[C:10]2[CH2:9][CH2:8][CH2:7][C:6](=[O:11])[C:5]=2[CH:4]=[CH:3][CH:2]=1.[Br:12][C:13]1[CH:22]=[CH:21][C:16]([C:17](=O)[CH2:18]Br)=[CH:15][CH:14]=1>C1(C)C=CC=CC=1>[Br:12][C:13]1[CH:22]=[CH:21][C:16]([C:17]2[C:9]3=[C:10]4[C:5]([C:6](=[O:11])[CH2:7][CH2:8]3)=[CH:4][CH:3]=[CH:2][N:1]4[CH:18]=2)=[CH:15][CH:14]=1. Procedure: 5,6,7,8-Tetrahydroquinolin-5-one (20 g) was dissolved in 500 ml of toluene. To this solution was added 4-bromophenacyl bromide (37.8 g) gradually and refluxed for 18 hours. The reaction mixture was cooled to room temperature, and depositing solids were collected by filtration (33 g). These crystals were dissolved in 300 ml of N,N-dimethylformamide. To this solution was added, molecular sieves 3A (15 g) and triethylamine (13 ml), and the reaction mixture was heated at 100 ° C. for 1 hour. The rea... Starting materials: C#CC(=O)O, OCCOCc1ccccc1, O, Cc1ccc(S(=O)(=O)O)cc1, c1ccccc1. Yields the product C#CC(=O)OCCOCc1ccccc1. RXN SMILES: [C:12]([C:13]#[CH:14])(=[O:15])[OH:16].[CH2:1]([c:2]1[cH:3][cH:4][cH:5][cH:6][cH:7]1)[O:8][CH2:9][CH2:10][OH:11].[OH2:34].[c:17]1([CH3:18])[cH:19][cH:20][c:21]([S:22]([OH:23])(=[O:24])=[O:25])[cH:26][cH:27]1.[cH:28]1[cH:29][cH:30][cH:31][cH:32][cH:33]1>>[CH2:1]([c:2]1[cH:3][cH:4][cH:5][cH:6][cH:7]1)[O:8][CH2:9][CH2:10][O:11][C:12]([C:13]#[CH:14])=[O:15]. Reactants: COc1cc(CO)cc(OC)c1, Clc1cncc(Cl)n1. Product: COc1cc(COc2cncc(Cl)n2)cc(OC)c1. Reaction SMILES: [CH3:1][O:2][c:3]1[cH:4][c:5]([CH2:6][OH:7])[cH:8][c:9]([O:11][CH3:12])[cH:10]1.[Cl:13][c:14]1[n:15][c:16]([Cl:20])[cH:17][n:18][cH:19]1>>[CH3:1][O:2][c:3]1[cH:4][c:5]([CH2:6][O:7][c:16]2[n:15][c:14]([Cl:13])[cH:19][n:18][cH:17]2)[cH:8][c:9]([O:11][CH3:12])[cH:10]1. Yield: 79.5%. Reaction conditions: time 20 minute. Reagents/catalysts: [Pt]=O (platinum oxide). Product: C1(CC1)CN1[C@H]2[C@@]3(CC[C@@H]([C@H]4[C@@]3(C=3C(=C(C=CC3C2)O)O4)CC1)NC)O (17-Cyclopropylmethyl-4,5α-epoxy-3,14β-dihydroxy-6α-methylaminomorphinan). Starting materials: C1=CC(=C2C3=C1C[C@@H]4[C@]5([C@]3(CCN4CC6CC6)[C@@H](O2)C(=O)CC5)O)O (Naltrexone), Cl.CN (methylamine hydrochloride), [H][H] (hydrogen). Run in CO (methanol), CO (methanol). Reported procedure: Naltrexone (1.0 g) and methylamine hydrochloride (0.99 g, 5 equivalents) were dissolved in methanol (15 ml) followed by stirring for 20 minutes at room temperature. This reaction solution was added to platinum oxide (0.05 g, 5 w %) in methanol (10 ml) activated in advance in a hydrogen atmosphere followed by hydrogenation for 4 hours at room temperature and atmospheric pressure. The catalyst was removed by Celite filtration and the solvent was distilled off. After adding saturated aqueous sodium... Reaction SMILES: [CH:1]1[C:6]2[CH2:7][C@H:8]3[N:13]([CH2:14][CH:15]4[CH2:17][CH2:16]4)[CH2:12][CH2:11][C@:10]45[C@H:18]([C:20]([CH2:22][CH2:23][C@@:9]34[OH:24])=O)[O:19][C:4]([C:5]=25)=[C:3]([OH:25])[CH:2]=1.Cl.[CH3:27][NH2:28].[H][H]>CO.[Pt]=O>[CH:15]1([CH2:14][N:13]2[CH2:12][CH2:11][C@:10]34[C:5]5[C:4]6[O:19][C@H:18]3[C@@H:20]([NH:28][CH3:27])[CH2:22][CH2:23][C@@:9]4([OH:24])[C@H:8]2[CH2:7][C:6]=5[CH:1]=[CH:2][C:3]=6[OH:25])[CH2:17][CH2:16]1 |f:1.2|. Reactants: N(=[N+]=[N-])[C@H]1C[C@@H](O[C@@H]1CO)N1C(=O)NC(=O)C(C)=C1 (3'-azido-3'-deoxythymidine), C(=O)(OCC)C=P(C1=CC=CC=C1)(C1=CC=CC=C1)C1=CC=CC=C1 ((Carbethoxymethylene)triphenylphosphorane), CS(=O)C (DMSO), C(C(=O)Cl)(=O)Cl (oxalyl chloride). The solvent is CS(=O)C.C(Cl)Cl (DMSO CH2Cl2), C(Cl)Cl (methylene chloride), C(Cl)Cl (methylene chloride), C(Cl)Cl (methylene chloride), C(C)N(CC)CC (triethylamine). Reaction conditions: time 5 minute. Product: C(=O)(OCC)C=C[C@@H]1[C@H](C[C@@H](O1)N1C(=O)NC(=O)C(C)=C1)N=[N+]=[N-] (5'-Carbethoxymethylene-3'-azido-5',3'dideoxythymidine). Yield: 76.1%. As a reaction SMILES: CS(C)=O.C(Cl)(=O)C(Cl)=O.[N:11]([C@@H:14]1[C@@H:18]([CH2:19]O)[O:17][C@@H:16]([N:21]2[CH:29]=[C:27]([CH3:28])[C:25](=[O:26])[NH:24][C:22]2=[O:23])[CH2:15]1)=[N+:12]=[N-:13].[C:30]([CH:35]=P(C1C=CC=CC=1)(C1C=CC=CC=1)C1C=CC=CC=1)([O:32][CH2:33][CH3:34])=[O:31]>C(Cl)Cl.CS(C)=O.C(Cl)Cl.C(N(CC)CC)C>[C:30]([CH:35]=[CH:19][C@H:18]1[O:17][C@@H:16]([N:21]2[CH:29]=[C:27]([CH3:28])[C:25](=[O:26])[NH:24][C:22]2=[O:23])[CH2:15][C@@H:14]1[N:11]=[N+:12]=[N-:13])([O:32][CH2:33][CH3:34])=[O:31] |f:5.6|. Procedure details: A solution of DMSO(426 μl, 6 mM) in methylene chloride (1.5 ml) was added to a stirred solution of oxalyl chloride (288 μl, 3.3 mM) in methylene chloride (7.6 ml) at -78° C. under nitrogen. After 5 minutes, a solution of 3'-azido-3'-deoxythymidine (801 mg; 3 mM) in DMSO/CH2Cl2 (1.12 ml/3.47 ml) was added over a ten minute period. Stirring was continued for 20 minutes, and then triethylamine (2.09 ml, 15 mM) was added and the reaction mixture was stirred for an additional 5 minutes. (Carbethoxyme...